From a dataset of the Open Reaction Database (ORD), a public repository of structured organic reaction records. describe an organic reaction: reactants, conditions, products, and yield The reactants are BrCC(=O)C1=C(C=C(C=C1C)OC1=CC=C(C=C1)CC)C (2-bromo-1-(4-(4-ethylphenoxy)-2,6-dimethylphenyl)ethanone), NC(=S)N (thiourea). The solvent is CCO (EtOH). Yields the product C(C)C1=CC=C(OC2=CC(=C(C(=C2)C)C=2N=C(SC2)N)C)C=C1 (4-(4-(4-ethylphenoxy)-2,6-dimethylphenyl)thiazol-2-amine). Isolated yield 87.5%. Reaction SMILES: Br[CH2:2][C:3]([C:5]1[C:10]([CH3:11])=[CH:9][C:8]([O:12][C:13]2[CH:18]=[CH:17][C:16]([CH2:19][CH3:20])=[CH:15][CH:14]=2)=[CH:7][C:6]=1[CH3:21])=O.[NH2:22][C:23]([NH2:25])=[S:24]>CCO>[CH2:19]([C:16]1[CH:17]=[CH:18][C:13]([O:12][C:8]2[CH:9]=[C:10]([CH3:11])[C:5]([C:3]3[N:22]=[C:23]([NH2:25])[S:24][CH:2]=3)=[C:6]([CH3:21])[CH:7]=2)=[CH:14][CH:15]=1)[CH3:20]. Reported procedure: A mixture of 2-bromo-1-(4-(4-ethylphenoxy)-2,6-dimethylphenyl)ethanone (7.70 g, 2212 mmol) and thiourea (1.69 g, 22.2 mmol) in 95% EtOH (31.7 mL) was heated at reflux for 180 min. The solution was concentrated and added with water (100 mL) and saturated aqueous Na2CO3 (5.0 mL). The resultant precipitate was filtered and recrystallized in toluene. The solids were filtered and dried under vacuum to give 4-(4-(4-ethylphenoxy)-2,6-dimethylphenyl)thiazol-2-amine (6.30 g) as yellow solids in 88% yield... The reactants are CO (methanol), [H-].[Na+] (sodium hydride), FC=1C=C(C=C2CCCNC12)[N+](=O)[O-] (8-fluoro-6-nitro-1,2,3,4-tetrahydroquinoline), Cl.ClCCC1N(CCC1)C (2-(2-chloroethyl)-1-methylpyrrolidine hydrochloride). The solvent is ClCCl (dichloromethane), C(C)(=O)OCC (ethyl acetate), CN(C=O)C (N,N-dimethylformamide), O (water). Reaction conditions: temperature 90 celsius, time 1 hour. Product: FC=1C=C(C=C2CCCN(C12)CCC1N(CCC1)C)[N+](=O)[O-] (8-fluoro-1-(2-(1-methylpyrrolidin-2-yl)ethyl)-6-nitro-1,2,3,4-tetrahydroquinoline). Yield: 84.9%. As a reaction SMILES: [F:1][C:2]1[CH:3]=[C:4]([N+:12]([O-:14])=[O:13])[CH:5]=[C:6]2[C:11]=1[NH:10][CH2:9][CH2:8][CH2:7]2.[H-].[Na+].Cl.Cl[CH2:19][CH2:20][CH:21]1[CH2:25][CH2:24][CH2:23][N:22]1[CH3:26].CO>CN(C)C=O.O.ClCCl.C(OCC)(=O)C>[F:1][C:2]1[CH:3]=[C:4]([N+:12]([O-:14])=[O:13])[CH:5]=[C:6]2[C:11]=1[N:10]([CH2:19][CH2:20][CH:21]1[CH2:25][CH2:24][CH2:23][N:22]1[CH3:26])[CH2:9][CH2:8][CH2:7]2 |f:1.2,3.4|. Procedure: To a stirred solution of 8-fluoro-6-nitro-1,2,3,4-tetrahydroquinoline (500 mg, 2.55 mmol) in N,N-dimethylformamide (11 ml), cooled to 0° C. was added sodium hydride, 60% (326 mg, 8.16 mmol) with vigorous stirring. When the bubbling subsided, 2-(2-chloroethyl)-1-methylpyrrolidine hydrochloride (938 mg, 5.10 mmol) was added and the reaction mixture (dark red) was stirred at 90° C. for 1 h. TLC analysis showed that the reaction mixture was complete. The mixture was then cooled to room temperature, ... Starting materials: FC(C1=NC=C(C=N1)C=O)(F)F (2-(trifluoromethyl)pyrimidine-5-carbaldehyde), CC(C)(C)[S@@](=O)N ((R)-(+)-2-methyl-2-propanesulfinamide). The reagents and catalysts are S(=O)(=O)([O-])[O-].[Cu+2] (copper(II) sulfate). Solvent: ClC(C)Cl (dichloroethane). Reaction conditions: temperature 50 celsius, time 18 hour. Product: CC(C)(C)S(=O)\N=C/C=1C=NC(=NC1)C(F)(F)F (2-Methyl-N-{(1Z)-[2-(trifluoromethyl)pyrimidin-5-yl]methylene}propane-2-sulfinamide). Isolated yield 98.7%. Reaction SMILES: [F:1][C:2]([F:12])([F:11])[C:3]1[N:8]=[CH:7][C:6]([CH:9]=O)=[CH:5][N:4]=1.[CH3:13][C:14]([S@:17]([NH2:19])=[O:18])([CH3:16])[CH3:15]>ClC(Cl)C.S([O-])([O-])(=O)=O.[Cu+2]>[CH3:13][C:14]([S:17](/[N:19]=[CH:9]\[C:6]1[CH:5]=[N:4][C:3]([C:2]([F:12])([F:11])[F:1])=[N:8][CH:7]=1)=[O:18])([CH3:16])[CH3:15] |f:3.4|. Reported procedure: To a solution of 2-(trifluoromethyl)pyrimidine-5-carbaldehyde (27.2 g, 99 mmol) in dichloroethane (250 mL) was added (R)-(+)-2-methyl-2-propanesulfinamide (13.3 g, 109.0 mmol) and copper(II) sulfate (31.5 g, 197.0 mmol). The mixture was heated to 50° C. After 18 h, the mixture was cooled to ambient temperature and filtered through a pad of silica gel. The filtered cake was washed with dichloromethane and the filtrate was concentrated to give the title compound (27.3 g). MS 224 [(M+1)-56]. Starting materials: ClC=1N=CC=2CN=C(C3=C(C2N1)C=CC(=C3)Cl)C3=C(C=CC=C3)F (2,9-dichloro-7-(2-fluorophenyl)-5H-pyrimido[5,4-d][2]benzazepine), CN (methylamine), ice water. The solvent is CN(C=O)C (N,N-dimethylformamide). Run at time 64 hour. Yields the product ClC1=CC2=C(C3=C(CN=C2C2=C(C=CC=C2)F)C=NC(=N3)NC)C=C1 (9-chloro-N-methyl-7-(2-fluorophenyl)-5H-pyrimido[5,4-d][2]benzazepine-2-amine). Reaction SMILES: Cl[C:2]1[N:3]=[CH:4][C:5]2[CH2:6][N:7]=[C:8]([C:18]3[CH:23]=[CH:22][CH:21]=[CH:20][C:19]=3[F:24])[C:9]3[CH:16]=[C:15]([Cl:17])[CH:14]=[CH:13][C:10]=3[C:11]=2[N:12]=1.[CH3:25][NH2:26]>CN(C)C=O>[Cl:17][C:15]1[CH:14]=[CH:13][C:10]2[C:11]3[N:12]=[C:2]([NH:26][CH3:25])[N:3]=[CH:4][C:5]=3[CH2:6][N:7]=[C:8]([C:18]3[CH:23]=[CH:22][CH:21]=[CH:20][C:19]=3[F:24])[C:9]=2[CH:16]=1. Reported procedure: A solution of 1 g (0.00279 mol) of 2,9-dichloro-7-(2-fluorophenyl)-5H-pyrimido[5,4-d][2]benzazepine in 4 ml of N,N-dimethylformamide was cooled in an ice bath and saturated with methylamine. After 64 hr at room temperature, 50 ml of ice water was added and the reaction was filtered. The precipitate was partitioned between 50 ml of dichloromethane and 50 ml of water, and the organic layer was washed with 25 ml of brine solution, dried and evaporated to dryness. The oil was crystallized from ether... Starting materials: [Li].BrC=1C=C(C=C(C1)OC(F)(F)F)C(=CC(C(=O)OCC)=O)[O-] (Lithium 1-(3-bromo-5-trifluoromethoxyphenyl)-4-ethoxy-3,4-dioxobut-1-en-1-olate), ClC=1C=C(C=C(C1)F)C1=CC(=NN1C1=NC=CC=C1)C(=O)O (5-(3-Chloro-5-fluorophenyl)-1-(pyridin-2-yl)-1H-pyrazole-3-carboxylic acid), Cl.N1=C(C=CC=C1)NN (2-pyridylhydrazine hydrochloride). Product: BrC=1C=C(C=C(C1)OC(F)(F)F)C1=CC(=NN1C1=NC=CC=C1)C(=O)O (5-(3-Bromo-5-trifluoromethoxyphenyl)-1-(pyridin-2-yl)-1H-pyrazole-3-carboxylic acid). As a reaction SMILES: [Li].[Br:2][C:3]1[CH:4]=[C:5]([C:14]([O-])=[CH:15][C:16](=O)[C:17]([O:19]CC)=[O:18])[CH:6]=[C:7]([O:9][C:10]([F:13])([F:12])[F:11])[CH:8]=1.ClC1C=C(C2[N:36]([C:37]3[CH:42]=[CH:41][CH:40]=[CH:39][N:38]=3)[N:35]=C(C(O)=O)C=2)C=C(F)C=1.Cl.N1C=CC=CC=1NN>>[Br:2][C:3]1[CH:4]=[C:5]([C:14]2[N:36]([C:37]3[CH:42]=[CH:41][CH:40]=[CH:39][N:38]=3)[N:35]=[C:16]([C:17]([OH:19])=[O:18])[CH:15]=2)[CH:6]=[C:7]([O:9][C:10]([F:11])([F:12])[F:13])[CH:8]=1 |f:0.1,3.4,^1:0|. Procedure: 1.10 g (2.40 mmol) of the compound of Example 5A is reacted analogously to the synthesis of the compound of Example 20A with 525 mg (3.61 mmol) of 2-pyridylhydrazine hydrochloride. After hydrolysis, 557 mg (54% of theory) of the title compound is obtained. The reactants are O=C([O-])[O-], CC(C)(C)C(=O)CC(=O)C(C)(C)C, Clc1ncnc2sccc12, Cl[Cu], [Cs+], [Cs+], O=C(CC(=O)Nc1ccc(Oc2ncnc3ccsc23)c(F)c1)Nc1ccc(F)cc1. Yields the product O=C(CC(=O)Nc1ccc(Oc2ncnc3sccc23)c(F)c1)Nc1ccc(F)cc1. RXN SMILES: [C:42](=[O:43])([O-:44])[O-:45].[CH3:48][C:49]([CH3:50])([C:51](=[O:52])[CH2:53][C:54](=[O:55])[C:56]([CH3:57])([CH3:58])[CH3:59])[CH3:60].[Cl:32][c:33]1[c:34]2[c:35]([n:36][cH:37][n:38]1)[s:39][cH:40][cH:41]2.[Cl:61][Cu:62].[Cs+:46].[Cs+:47].[F:1][c:2]1[cH:3][c:4]([NH:18][C:19]([CH2:20][C:21](=[O:22])[NH:23][c:24]2[cH:25][cH:26][c:27]([F:30])[cH:28][cH:29]2)=[O:31])[cH:5][cH:6][c:7]1[O:8][c:9]1[c:10]2[s:11][cH:12][cH:13][c:14]2[n:15][cH:16][n:17]1>>[F:1][c:2]1[cH:3][c:4]([NH:18][C:19]([CH2:20][C:21](=[O:22])[NH:23][c:24]2[cH:25][cH:26][c:27]([F:30])[cH:28][cH:29]2)=[O:31])[cH:5][cH:6][c:7]1[O:8][c:33]1[c:34]2[c:35]([n:36][cH:37][n:38]1)[s:39][cH:40][cH:41]2. Reactants: CC(Cl)c1cccnc1, CCc1ncc2n1CCNC2. The reagents and catalysts are O=C([O-])[O-].[Cs+].[Cs+] (cesium carbonate), [I-].[K+] (potassium iodide). Solvent: CN(C)C=O (DMF), CN(C)C=O (dmf), CN(C)C=O (DMF). Conditions: temperature 70 celsius, time 16 hour. The product is CCc1ncc2n1CCN(C(C)c1cccnc1)C2. The reactants are NC1=NC2=NC=C(N=C2C(=N1)N)CN(C1=CC=CC=C1)C1=CC=CC=C1 (N-[(2,4-diaminopteridin-6-yl)methyl]-N,N-diphenylamine), Br.NC1=NC2=NC=C(N=C2C(=N1)N)CBr (2,4-diamino-6-bromomethylpteridine hydrobromide), C1=CC=CC=2NC3=CC=CC=C3CC12 (9,10 dihydroacridine), [H-].[Na+] (NaH). Product: NC1=NC2=NC=C(N=C2C(=N1)N)CN1C=2C=CC=CC2CC2=CC=CC=C12 (N-[(2,4-Diaminopteridin-6-yl)methyl]-9,10-dihydroacridine). RXN SMILES: [NH2:1][C:2]1[N:11]=[C:10]([NH2:12])[C:9]2[C:4](=[N:5][CH:6]=[C:7]([CH2:13][N:14]([C:21]3[CH:26]=[CH:25][CH:24]=[CH:23][CH:22]=3)[C:15]3[CH:20]=[CH:19][CH:18]=[CH:17][CH:16]=3)[N:8]=2)[N:3]=1.[CH:27]1C2CC3C(=CC=CC=3)NC=2C=CC=1.[H-].[Na+].Br.NC1N=C(N)C2C(=NC=C(CBr)N=2)N=1>>[NH2:1][C:2]1[N:11]=[C:10]([NH2:12])[C:9]2[C:4](=[N:5][CH:6]=[C:7]([CH2:13][N:14]3[C:15]4[C:20](=[CH:19][CH:18]=[CH:17][CH:16]=4)[CH2:27][C:22]4[CH:23]=[CH:24][CH:25]=[CH:26][C:21]3=4)[N:8]=2)[N:3]=1 |f:2.3,4.5|. Procedure: N-[(2,4-Diaminopteridin-6-yl)methyl]-9,10-dihydroacridine (Formula I: Ar=2,4-diaminopteridin-6-yl; W=CH2; N=X; Z=CH2; m=n=0) is prepared similarly to N-[(2,4-diaminopteridin-6-yl)methyl]-N,N-diphenylamine as disclosed above by using 9,10 dihydroacridine (134 mg, 0.8 mmol), NaH (50 mg, 2.1 mmol), and 2,4-diamino-6-bromomethylpteridine hydrobromide (100 mg, 0.3 mmol). The product can be purified by chromatography. Reactants: COC(=O)c1c(O)c2ncccc2n(CCS(=O)(=O)N(C)C)c1=O, CCO, CSc1cc(F)ccc1CN. Yields the product CSc1cc(F)ccc1CNC(=O)c1c(O)c2ncccc2n(CCS(=O)(=O)N(C)C)c1=O. RXN SMILES: [CH3:1][N:2]([S:3](=[O:4])(=[O:5])[CH2:6][CH2:7][n:8]1[c:9](=[O:23])[c:10]([C:19](=[O:20])[O:21][CH3:22])[c:11]([OH:18])[c:12]2[n:13][cH:14][cH:15][cH:16][c:17]12)[CH3:24].[CH3:36][CH2:37][OH:38].[F:25][c:26]1[cH:27][c:28]([S:34][CH3:35])[c:29]([CH2:32][NH2:33])[cH:30][cH:31]1>>[CH3:1][N:2]([S:3](=[O:4])(=[O:5])[CH2:6][CH2:7][n:8]1[c:9](=[O:23])[c:10]([C:19](=[O:20])[NH:33][CH2:32][c:29]2[c:28]([S:34][CH3:35])[cH:27][c:26]([F:25])[cH:31][cH:30]2)[c:11]([OH:18])[c:12]2[n:13][cH:14][cH:15][cH:16][c:17]12)[CH3:24]. The reactants are ClC=1C=C(C=CC1)C=1N(C(C2=CC(=CC=C2C1)O)=O)CC(=O)NC(C)C (2-[3-(3-chlorophenyl)-7-hydroxy-1-oxo-1H-isoquinolin-2-yl]-N-isopropylacetamide), C(=O)([O-])[O-].[K+].[K+] (K2CO3), BrC[C@H](CO)C ((S)-(+)-3-bromo-2-methyl-1-propanol), resultant mixture, O (H2O). Solvent: C(C)#N (acetonitrile). Run at temperature 80 celsius, time 18 hour. The product is ClC=1C=C(C=CC1)C=1N(C(C2=CC(=CC=C2C1)OC[C@H](CO)C)=O)CC(=O)NC(C)C (2-[3-(3-chlorophenyl)-7-((S)-3-hydroxy-2-methylpropoxy)-1-oxo-1H-isoquinolin-2-yl]-N-isopropylacetamide). Yield: 92.1%. As a reaction SMILES: [Cl:1][C:2]1[CH:3]=[C:4]([C:8]2[N:9]([CH2:20][C:21]([NH:23][CH:24]([CH3:26])[CH3:25])=[O:22])[C:10](=[O:19])[C:11]3[C:16]([CH:17]=2)=[CH:15][CH:14]=[C:13]([OH:18])[CH:12]=3)[CH:5]=[CH:6][CH:7]=1.C([O-])([O-])=O.[K+].[K+].Br[CH2:34][C@@H:35]([CH3:38])[CH2:36][OH:37].O>C(#N)C>[Cl:1][C:2]1[CH:3]=[C:4]([C:8]2[N:9]([CH2:20][C:21]([NH:23][CH:24]([CH3:26])[CH3:25])=[O:22])[C:10](=[O:19])[C:11]3[C:16]([CH:17]=2)=[CH:15][CH:14]=[C:13]([O:18][CH2:34][C@@H:35]([CH3:38])[CH2:36][OH:37])[CH:12]=3)[CH:5]=[CH:6][CH:7]=1 |f:1.2.3|. Procedure: A suspension of 2-[3-(3-chlorophenyl)-7-hydroxy-1-oxo-1H-isoquinolin-2-yl]-N-isopropylacetamide (INTERMEDIATE III.7) (347 mg, 0.936 mmol), K2CO3 (674 mg, 4.68 mmol) and (S)-(+)-3-bromo-2-methyl-1-propanol (0.48 mL, 4.7 mmol) in dry acetonitrile (5 mL) was stirred for 18 h at 80° C. The resultant mixture was poured into H2O (20 mL), cooled to 0° C. and filtered. The precipitate was washed with cold H2O and dried in vacuo to furnish 2-[3-(3-chlorophenyl)-7-((S)-3-hydroxy-2-methylpropoxy)-1-oxo-1H-...